From a dataset of the Open Reaction Database (ORD), a public repository of structured organic reaction records. describe an organic reaction: reactants, conditions, products, and yield The reactants are Cl.Cl.COC=1C=C(CN2CCNCC2)C=C(C1OC)OC (N1-(3,4,5-trimethoxybenzyl)piperazine dihydrochloride), BrC(C(=O)C1=CC2=CC=C(C(=C2C=C1)Cl)OC)C (2-bromo-1-(5-chloro-6-methoxynaphthalen-2-yl)propan-1-one), C(=O)([O-])[O-].[K+].[K+] (K2CO3). The solvent is CN(C)C=O (DMF). Yields the product Cl.Cl.COC=1C=C(CN2CCN(CC2)C(C)C(=O)C2=CC3=CC=C(C(=C3C=C2)Cl)OC)C=C(C1OC)OC (N1-(3,4,5-trimethoxybenzyl)-N4-[1-(5-chloro-6-methoxy-2-naphthoyl) ethyl]piperazine dihydrochloride). Isolated yield 122.7%. RXN SMILES: [ClH:1].Cl.[CH3:3][O:4][C:5]1[CH:6]=[C:7]([CH:15]=[C:16]([O:20][CH3:21])[C:17]=1[O:18][CH3:19])[CH2:8][N:9]1[CH2:14][CH2:13][NH:12][CH2:11][CH2:10]1.Br[CH:23]([CH3:39])[C:24]([C:26]1[CH:35]=[CH:34][C:33]2[C:28](=[CH:29][CH:30]=[C:31]([O:37][CH3:38])[C:32]=2[Cl:36])[CH:27]=1)=[O:25].C([O-])([O-])=O.[K+].[K+]>CN(C=O)C>[ClH:36].[ClH:1].[CH3:21][O:20][C:16]1[CH:15]=[C:7]([CH:6]=[C:5]([O:4][CH3:3])[C:17]=1[O:18][CH3:19])[CH2:8][N:9]1[CH2:14][CH2:13][N:12]([CH:23]([C:24]([C:26]2[CH:35]=[CH:34][C:33]3[C:28](=[CH:29][CH:30]=[C:31]([O:37][CH3:38])[C:32]=3[Cl:36])[CH:27]=2)=[O:25])[CH3:39])[CH2:11][CH2:10]1 |f:0.1.2,4.5.6,8.9.10|. Procedure: A mixture of N1-(3,4,5-trimethoxybenzyl)piperazine dihydrochloride (0.9 g, 2.7 mmol), 2-bromo-1-(5-chloro-6-methoxynaphthalen-2-yl)propan-1-one (1.05 g, 3.2 mmol) and K2CO3 (1.3 g, 9.5 mmol) in 25 ml of DMF was treated according to general preparation 2 to give 1.15 g of compound (IV-34), yield 72.7%, mp 219-222° C., M+ 512. Starting materials: O=C(Cl)c1ccccc1, COC1OC(COCc2ccc(Cl)cc2)C(OCc2ccccc2)C(OCc2ccccc2)C1O, CN(C)c1ccncc1, ClCCl. Product: COC1OC(COCc2ccc(Cl)cc2)C(OCc2ccccc2)C(OCc2ccccc2)C1OC(=O)c1ccccc1. Reaction SMILES: [C:36]([c:37]1[cH:38][cH:39][cH:40][cH:41][cH:42]1)(=[O:43])[Cl:44].[CH2:1]([c:2]1[cH:3][cH:4][cH:5][cH:6][cH:7]1)[O:8][CH:9]1[CH:10]([OH:35])[CH:11]([O:12][CH3:13])[O:14][CH:15]([CH2:25][O:26][CH2:27][c:28]2[cH:29][cH:30][c:31]([Cl:34])[cH:32][cH:33]2)[CH:16]1[O:17][CH2:18][c:19]1[cH:20][cH:21][cH:22][cH:23][cH:24]1.[CH3:48][N:49]([c:50]1[cH:51][cH:52][n:53][cH:54][cH:55]1)[CH3:56].[Cl:45][CH2:46][Cl:47]>>[CH2:1]([c:2]1[cH:3][cH:4][cH:5][cH:6][cH:7]1)[O:8][CH:9]1[CH:10]([O:35][C:36]([c:37]2[cH:38][cH:39][cH:40][cH:41][cH:42]2)=[O:43])[CH:11]([O:12][CH3:13])[O:14][CH:15]([CH2:25][O:26][CH2:27][c:28]2[cH:29][cH:30][c:31]([Cl:34])[cH:32][cH:33]2)[CH:16]1[O:17][CH2:18][c:19]1[cH:20][cH:21][cH:22][cH:23][cH:24]1. Reactants: ClCCCl, Cl, O=Cc1nnc(-c2nnn(Cc3cc(C(F)(F)F)cc(C(F)(F)F)c3)c2-c2ccccc2)n1Cc1ccccc1Cl, NO, [Na+], [OH-]. Yields the product ON=Cc1nnc(-c2nnn(Cc3cc(C(F)(F)F)cc(C(F)(F)F)c3)c2-c2ccccc2)n1Cc1ccccc1Cl. Reaction SMILES: [Cl:47][CH2:48][CH2:49][Cl:50].[ClH:1].[F:4][C:5]([c:6]1[cH:7][c:8]([CH2:9][n:10]2[n:11][n:12][c:13](-[c:21]3[n:22]([CH2:28][c:29]4[c:30]([Cl:35])[cH:31][cH:32][cH:33][cH:34]4)[c:23]([CH:26]=[O:27])[n:24][n:25]3)[c:14]2-[c:15]2[cH:16][cH:17][cH:18][cH:19][cH:20]2)[cH:36][c:37]([C:39]([F:40])([F:41])[F:42])[cH:38]1)([F:43])[F:44].[NH2:2][OH:3].[Na+:46].[OH-:45]>>[N:2]([OH:3])=[CH:26][c:23]1[n:22]([CH2:28][c:29]2[c:30]([Cl:35])[cH:31][cH:32][cH:33][cH:34]2)[c:21](-[c:13]2[n:12][n:11][n:10]([CH2:9][c:8]3[cH:7][c:6]([C:5]([F:4])([F:43])[F:44])[cH:38][c:37]([C:39]([F:40])([F:41])[F:42])[cH:36]3)[c:14]2-[c:15]2[cH:16][cH:17][cH:18][cH:19][cH:20]2)[n:25][n:24]1. As a reaction SMILES: [CH3:1][N:2]1[CH:6]=[CH:5][N:4]=[CH:3]1.[O-:7][S:8]([C:11]([F:14])([F:13])[F:12])(=[O:10])=[O:9].[F:15][C:16]([F:26])([F:25])[CH2:17][I+]C1C=CC=CC=1>C(Cl)Cl>[O-:10][S:8]([C:11]([F:14])([F:13])[F:12])(=[O:9])=[O:7].[CH3:1][N+:2]1[CH:6]=[CH:5][N:4]([CH2:17][C:16]([F:26])([F:25])[F:15])[CH:3]=1 |f:1.2,4.5|. The solvent is C(Cl)Cl (methylene chloride). Procedure details: 1-Methylimidazole (0.82 g, 10 mmol) was added to methylene chloride (20 ml), and (2,2,2-trifluoroethyl)(phenyl)iodonium triflate (4.54 g, 10 mmol) was added thereto while stirring in an ice bath. Thereafter, the mixture was stirred at room temperature for 3 hours. Methylene chloride was removed by distillation, and the residue was then dried using a vacuum pump while being heated. Thus, 1-methyl-3-(2′,2′,2′-trifluoroethyl)imidazolium triflate of interest was obtained in a substantially quantitat... Product: [O-]S(=O)(=O)C(F)(F)F.C[N+]1=CN(C=C1)CC(F)(F)F (1-methyl-3-(2′,2′,2′-trifluoroethyl)imidazolium triflate). Starting materials: CN1C=NC=C1 (1-Methylimidazole), [O-]S(=O)(=O)C(F)(F)F.FC(C[I+]C1=CC=CC=C1)(F)F ((2,2,2-trifluoroethyl)(phenyl)iodonium triflate). Reaction SMILES: [F:1][C:2]1[CH:7]=[CH:6][C:5]([C@H:8]2[C@@H:13]([O:14][C:15](=[O:31])[CH2:16][C:17]3[CH:22]=[C:21]([C:23]([F:26])([F:25])[F:24])[CH:20]=[C:19]([C:27]([F:30])([F:29])[F:28])[CH:18]=3)[O:12][CH2:11][CH2:10][N:9]2[CH2:32][C:33]2[CH:38]=[CH:37][CH:36]=[CH:35][CH:34]=2)=[CH:4][CH:3]=1.[ClH:39]>C(OCC)C>[ClH:39].[F:1][C:2]1[CH:7]=[CH:6][C:5]([C@H:8]2[C@@H:13]([O:14][C:15](=[O:31])[CH2:16][C:17]3[CH:18]=[C:19]([C:27]([F:29])([F:28])[F:30])[CH:20]=[C:21]([C:23]([F:24])([F:25])[F:26])[CH:22]=3)[O:12][CH2:11][CH2:10][N:9]2[CH2:32][C:33]2[CH:34]=[CH:35][CH:36]=[CH:37][CH:38]=2)=[CH:4][CH:3]=1 |f:3.4|. Reported procedure: A stirred suspension of (S)-3-(4-fluorophenyl)-4-(phenylmethyl)-2-morpholinone hydrochloride (2.30 kg, 7.15 moles) in ethyl acetate (22 L) was treated with 10% aqueous sodium bicarbonate (22 L). The resulting organic solution was sequentially washed with 10% aqueous sodium bicarbonate (11 L) and water (2×11 L), then dried overnight with 4A molecular sieves (1 L). The solution was evaporated, then flushed with tetrahydrofuran (2×3 L) in order to remove traces of ethyl acetate. The resulting free ... Starting materials: FC1=CC=C(C=C1)[C@@H]1N(CCO[C@@H]1OC(CC1=CC(=CC(=C1)C(F)(F)F)C(F)(F)F)=O)CC1=CC=CC=C1 ((2R-cis)-3,5-bis(trifluoromethyl)benzeneacetic acid 3-(4-fluorophenyl)-4-(phenylmethyl)-2-morpholinyl ester), FC1=CC=C(C=C1)[C@@H]1N(CCO[C@@H]1OC(CC1=CC(=CC(=C1)C(F)(F)F)C(F)(F)F)=O)CC1=CC=CC=C1 ((2R-cis)-3,5-bis(trifluoromethyl)benzeneacetic acid 3-(4-fluorophenyl)-4-(phenylmethyl)-2-morpholinyl ester), Cl (hydrochloric acid). The solvent is C(C)OCC (diethyl ether). Product: Cl.FC1=CC=C(C=C1)[C@@H]1N(CCO[C@@H]1OC(CC1=CC(=CC(=C1)C(F)(F)F)C(F)(F)F)=O)CC1=CC=CC=C1 ((2R-cis)-3,5-bis(trifluoromethyl)benzeneacetic acid 3-(4-fluorophenyl)-4-(phenylmethyl)-2-morpholinyl ester hydrochloride salt), hydrochloride salt. Reactants: ClC=1C=C(C=CC1)\C=C/C1=CC=C(C=C1)S(=O)(=O)N1CC2=C(CC1)OC(=C2)CN2CCCC2 ((Z)-5-(3-Chlorostilbene-4'-sulfonyl)-2-(1-pyrrolidinylmethyl)-4,5,6,7-tetrahydrofuro[3,2-c]pyridine), Cl (hydrogen chloride). Solvent: CO (methanol), CO (methanol). The product is Cl.ClC=1C=C(C=CC1)\C=C/C1=CC=C(C=C1)S(=O)(=O)N1CC2=C(CC1)OC(=C2)CN2CCCC2 ((Z)-5-(3-chlorostilbene-4'-sulfonyl)-2-(1-pyrrolidinylmethyl)-4,5,6,7-tetrahydrofuro[3,2-c]pyridine hydrochloride). Reaction SMILES: [Cl:1][C:2]1[CH:3]=[C:4](/[CH:8]=[CH:9]\[C:10]2[CH:15]=[CH:14][C:13]([S:16]([N:19]3[CH2:24][CH2:23][C:22]4[O:25][C:26]([CH2:28][N:29]5[CH2:33][CH2:32][CH2:31][CH2:30]5)=[CH:27][C:21]=4[CH2:20]3)(=[O:18])=[O:17])=[CH:12][CH:11]=2)[CH:5]=[CH:6][CH:7]=1.Cl>CO>[ClH:1].[Cl:1][C:2]1[CH:3]=[C:4](/[CH:8]=[CH:9]\[C:10]2[CH:11]=[CH:12][C:13]([S:16]([N:19]3[CH2:24][CH2:23][C:22]4[O:25][C:26]([CH2:28][N:29]5[CH2:30][CH2:31][CH2:32][CH2:33]5)=[CH:27][C:21]=4[CH2:20]3)(=[O:17])=[O:18])=[CH:14][CH:15]=2)[CH:5]=[CH:6][CH:7]=1 |f:3.4|. Procedure: (Z)-5-(3-Chlorostilbene-4'-sulfonyl)-2-(1-pyrrolidinylmethyl)-4,5,6,7-tetrahydrofuro[3,2-c]pyridine 0.613 g was dissolved in 2 ml of methanol; hydrogen chloride in methanol was added in excess, followed by stirring. This mixture was concentrated; the resulting solid was washed with diethyl ether to yield the desired product. Starting materials: N1(CCCC1)C(C)C=1C=C(OCCCN)C=CC1 (3-[3-[1-(1-pyrrolidinyl)ethyl]phenoxy]propylamine), [H-].[Na+] (sodium hydride), Ice water, OC(C(=O)OC)(C)C (methyl α-hydroxyisobutyrate). Solvent: CS(=O)C (dimethylsulfoxide), CS(=O)C (dimethylsulfoxide). Product: OC(C(=O)NCCCOC1=CC(=CC=C1)C(C)N1CCCC1)(C)C (N-(2-hydroxy-2-methylpropionyl)-3-[3-[1-(1-pyrrolidinyl)ethyl]phenoxy]propylamine). The yield is 26.4%. Reaction SMILES: [H-].[Na+].[N:3]1([CH:8]([C:10]2[CH:11]=[C:12]([CH:18]=[CH:19][CH:20]=2)[O:13][CH2:14][CH2:15][CH2:16][NH2:17])[CH3:9])[CH2:7][CH2:6][CH2:5][CH2:4]1.[OH:21][C:22]([CH3:28])([CH3:27])[C:23](OC)=[O:24]>CS(C)=O>[OH:21][C:22]([CH3:28])([CH3:27])[C:23]([NH:17][CH2:16][CH2:15][CH2:14][O:13][C:12]1[CH:18]=[CH:19][CH:20]=[C:10]([CH:8]([N:3]2[CH2:4][CH2:5][CH2:6][CH2:7]2)[CH3:9])[CH:11]=1)=[O:24] |f:0.1|. Reported procedure: 43 mg of 50% sodium hydride was suspended in 0.5 ml of dry dimethylsulfoxide, and with stirring under ice cooling, a solution of 200 mg of 3-[3-[1-(1-pyrrolidinyl)ethyl]phenoxy]propylamine in 0.5 ml of dimethylsulfoxide was added dropwise. The mixture was stirred at room temperature for 20 minutes. Then, 105 mg of methyl α-hydroxyisobutyrate was added dropwise, and the mixture was stirred at room temperature for 1 hour. Ice water was added to the reaction mixture, and the mixture was extracted w...